This data is from the Open Reaction Database (ORD), a public repository of structured organic reaction records. The task is: describe an organic reaction: reactants, conditions, products, and yield Starting materials: C1COCCO1, C[O-], [Na+], O=C1N(c2ccc3ncsc3c2)CCN1c1cnccc1Cl. As a reaction SMILES: [CH2:26]1[O:27][CH2:28][CH2:29][O:30][CH2:31]1.[CH3:23][O-:24].[Na+:25].[s:1]1[cH:2][n:3][c:4]2[c:5]1[cH:6][c:7]([N:10]1[C:11](=[O:22])[N:12]([c:15]3[cH:16][n:17][cH:18][cH:19][c:20]3[Cl:21])[CH2:13][CH2:14]1)[cH:8][cH:9]2>>[s:1]1[cH:2][n:3][c:4]2[c:5]1[cH:6][c:7]([N:10]1[C:11](=[O:22])[N:12]([c:15]3[cH:16][n:17][cH:18][cH:19][c:20]3[O:24][CH3:23])[CH2:13][CH2:14]1)[cH:8][cH:9]2. Product: COc1ccncc1N1CCN(c2ccc3ncsc3c2)C1=O. Reactants: ClC=1N=C(C2=C(N1)C=C(S2)C=O)N2CCOCC2 (2-chloro-4-morpholinothieno[3,2-d]pyrimidine-6-carbaldehyde), N1=C(N=CC=C1)N1CCNCC1 (1-(2-pyrimidyl)piperazine), CC(=O)O (AcOH), [BH-](OC(=O)C)(OC(=O)C)OC(=O)C.[Na+] (Na(OAc)3BH). Run in ClCCCl (1,2-dichloroethane). Run at time 10 minute. Yields the product O1CCN(CC1)C=1C2=C(N=C(N1)C=1C=NC(=NC1)N)C=C(S2)CN2CCN(CC2)C2=NC=CC=N2 (5-(4-morpholino-6-((4-(pyrimidin-2-yl)piperazin-1-yl)methyl)thieno[3,2-d]pyrimidin-2-yl)pyrimidin-2-amine). As a reaction SMILES: Cl[C:2]1[N:3]=[C:4]([N:13]2[CH2:18][CH2:17][O:16][CH2:15][CH2:14]2)[C:5]2[S:10][C:9]([CH:11]=O)=[CH:8][C:6]=2[N:7]=1.[N:19]1[CH:24]=[CH:23][CH:22]=[N:21][C:20]=1[N:25]1[CH2:30][CH2:29][NH:28][CH2:27][CH2:26]1.[CH3:31][C:32](O)=O.[BH-](OC(C)=O)(OC(C)=O)OC(C)=O.[Na+]>ClCCCl>[O:16]1[CH2:17][CH2:18][N:13]([C:4]2[C:5]3[S:10][C:9]([CH2:11][N:28]4[CH2:29][CH2:30][N:25]([C:20]5[N:21]=[CH:22][CH:23]=[CH:24][N:19]=5)[CH2:26][CH2:27]4)=[CH:8][C:6]=3[N:7]=[C:2]([C:31]3[CH:32]=[N:21][C:20]([NH2:25])=[N:19][CH:24]=3)[N:3]=2)[CH2:14][CH2:15]1 |f:3.4|. Procedure details: To a solution of 2-chloro-4-morpholinothieno[3,2-d]pyrimidine-6-carbaldehyde (150 mg, 0.5 mmol) in 1,2-dichloroethane (2.5 mL) was added 1-(2-pyrimidyl)piperazine (110 μL, 0.7 mmol) and AcOH (30 μL, 0.5 mmol). After stirring 10 min at room temperature, Na(OAc)3BH (130 mg, 0.6 mmol) was added and the resulting mixture stirred overnight. The reaction was quenched by the addition of saturated aqueous NaHCO3 and the organic layer was separated. The aqueous layer was extracted with CH2Cl2 and the com... The reactants are Fc1ccc(Br)nc1, [Li]CCCC, Cc1ccccc1, Cl, N#Cc1ccccc1N, [Na+], [OH-]. Product: Nc1ccccc1C(=O)c1ccc(F)cn1. RXN SMILES: [Br:1][c:2]1[n:3][cH:4][c:5]([F:8])[cH:6][cH:7]1.[CH3:18][CH2:19][CH2:20][CH2:21][Li:22].[CH3:26][c:27]1[cH:28][cH:29][cH:30][cH:31][cH:32]1.[ClH:23].[NH2:9][c:10]1[c:11]([C:12]#[N:13])[cH:14][cH:15][cH:16][cH:17]1.[Na+:25].[OH-:24]>>[c:2]1([C:12]([c:11]2[c:10]([NH2:9])[cH:17][cH:16][cH:15][cH:14]2)=[O:24])[n:3][cH:4][c:5]([F:8])[cH:6][cH:7]1. The reactants are C(CC(C)C)(=O)Cl (isovaleryl chloride), ice, FC1=CC=CC2=CC=CC=C12 (1-fluoronaphthalene), [Cl-].[Al+3].[Cl-].[Cl-] (aluminium chloride), ice water. The solvent is ClCCl (dichloromethane), ClCCl (dichloromethane), ClCCl (dichloromethane). Reaction conditions: time 5 minute. The product is FC1=CC=C(C2=CC=CC=C12)C(CC(C)C)=O (1-(4′-fluoronaphth-1-yl)-3-methylbutan-1-one). The yield is 87.3%. Reaction SMILES: [F:1][C:2]1[C:11]2[C:6](=[CH:7][CH:8]=[CH:9][CH:10]=2)[CH:5]=[CH:4][CH:3]=1.[Cl-].[Al+3].[Cl-].[Cl-].[C:16](Cl)(=[O:21])[CH2:17][CH:18]([CH3:20])[CH3:19]>ClCCl>[F:1][C:2]1[C:11]2[C:6](=[CH:7][CH:8]=[CH:9][CH:10]=2)[C:5]([C:16](=[O:21])[CH2:17][CH:18]([CH3:20])[CH3:19])=[CH:4][CH:3]=1 |f:1.2.3.4|. Procedure: To an ice/salt cooled solution of 1-fluoronaphthalene (5.1 g) in anhydrous dichloromethane (20 ml) was added aluminium chloride (5.6 g). After 5 minutes, a solution of isovaleryl chloride (4.2 g) in anhydrous dichloromethane (5 ml) was added dropwise over 20 minutes. The mixture was allowed to warm to room temperature overnight, then added cautiously to a vigorously stirred mixture of ice water and dichloromethane. The organic layer was separated, clarified with methanol, washed with brine, drie... Reactants: CC(Cl)c1cccnc1, CSc1ccccc1N1CCNCC1. The reagents and catalysts are O=C([O-])[O-].[Cs+].[Cs+] (cesium carbonate), [I-].[K+] (potassium iodide). Solvent: CN(C)C=O (DMF), CN(C)C=O (dmf), CN(C)C=O (DMF). Run at temperature 70 celsius, time 16 hour. Product: CSc1ccccc1N1CCN(C(C)c2cccnc2)CC1.